Dataset: the Open Reaction Database (ORD), a public repository of structured organic reaction records. Task: describe an organic reaction: reactants, conditions, products, and yield Reactants: CN(C1=CC=CC=C1)C (N,N-dimethylaniline), C1(=C(C(=CC(=C1)C)C)C=1C(=NN2C1NC(=C(C2=O)C(=O)OCC)C)C)C (ethyl 3-mesityl-2,5-dimethyl-7-oxo-4,7-dihydropyrazolo[1,5-a]pyrimidin-6-carboxylate), P(=O)(Cl)(Cl)Cl (phosphorus oxychloride). Product: ClC1=C(C(=NC=2N1N=C(C2C2=C(C=C(C=C2C)C)C)C)C)C(=O)OCC (Ethyl 7-chloro3-mesityl-2,5-dimethylpyrazolo[1,5-a]pyrimidin-6-carboxylate). The yield is 61.4%. RXN SMILES: CN(C)C1C=CC=CC=1.[C:10]1([CH3:35])[CH:15]=[C:14]([CH3:16])[CH:13]=[C:12]([CH3:17])[C:11]=1[C:18]1[C:19]([CH3:34])=[N:20][N:21]2[C:26](=O)[C:25]([C:28]([O:30][CH2:31][CH3:32])=[O:29])=[C:24]([CH3:33])[NH:23][C:22]=12.P(Cl)(Cl)([Cl:38])=O>>[Cl:38][C:26]1[N:21]2[N:20]=[C:19]([CH3:34])[C:18]([C:11]3[C:12]([CH3:17])=[CH:13][C:14]([CH3:16])=[CH:15][C:10]=3[CH3:35])=[C:22]2[N:23]=[C:24]([CH3:33])[C:25]=1[C:28]([O:30][CH2:31][CH3:32])=[O:29]. Procedure details: Five droplets of N,N-dimethylaniline was added to a solution of ethyl 3-mesityl-2,5-dimethyl-7-oxo-4,7-dihydropyrazolo[1,5-a]pyrimidin-6-carboxylate (3 g, 8.49 mmol) in phosphorus oxychloride (80 g), followed by heating under reflux for four hours. The reaction mixture was added to ice and stirred for a while. Then, the mixture was extracted with ethyl acetate, and the organic layer was washed with an aqueous saturated solution of sodium bicarbonate and brine, dried over anhydrous magnesium sulf... Starting materials: [Si](C1=CC=CC=C1)(C1=CC=CC=C1)(C(C)(C)C)OC[C@H]1OC([C@]([C@@H]1O)(C)F)OC ((2R,3R,4R)-2-((tert-butyldiphenylsilyloxy)methyl)-4-fluoro-5-methoxy-4-methyl-tetrahydrofuran-3-ol), CC(=O)OI1(C=2C=CC=CC2C(=O)O1)(OC(=O)C)OC(=O)C (Dess-Martin periodinane). The solvent is ClCCl (dichloromethane). The yield is 150.8%. Reported procedure: A solution of (2R,3R,4R)-2-((tert-butyldiphenylsilyloxy)methyl)-4-fluoro-5-methoxy-4-methyl-tetrahydrofuran-3-ol (about 16 g, 38.2 mmol) and Dess-Martin periodinane (about 24.3 g, 57.4 mmol) in dichloromethane (about 150 ml) stirred at about 0° C. to room temperature under Nitrogen atmosphere. Completion of the reaction monitored by thin-layer chromatography and quenched by the saturated solution of sodium sulphate and sodium bicarbonate in equal volumes (100 ml+100 ml). The aqueous layers were ... RXN SMILES: [Si:1]([O:18][CH2:19][C@@H:20]1[C@@H:24]([OH:25])[C@:23]([F:27])([CH3:26])[CH:22]([O:28][CH3:29])[O:21]1)([C:14]([CH3:17])([CH3:16])[CH3:15])([C:8]1[CH:13]=[CH:12][CH:11]=[CH:10][CH:9]=1)[C:2]1[CH:7]=[CH:6][CH:5]=[CH:4][CH:3]=1.CC(OI1(OC(C)=O)(OC(C)=O)OC(=O)C2C=CC=CC1=2)=O>ClCCl>[Si:1]([O:18][CH2:19][C@@H:20]1[C:24](=[O:25])[C@:23]([F:27])([CH3:26])[CH:22]([O:28][CH3:29])[O:21]1)([C:14]([CH3:17])([CH3:16])[CH3:15])([C:2]1[CH:3]=[CH:4][CH:5]=[CH:6][CH:7]=1)[C:8]1[CH:13]=[CH:12][CH:11]=[CH:10][CH:9]=1. Product: [Si](C1=CC=CC=C1)(C1=CC=CC=C1)(C(C)(C)C)OC[C@H]1OC([C@](C1=O)(C)F)OC ((2R,4S)-2-((tert-butyldiphenylsilyloxy)methyl)-4-fluoro-5-methoxy-4-methyl-dihydrofuran-3(2H)-one). The reactants are ClC1=C(C(=CC=C1F)OC(F)F)[C@@H](C)C1=CNC2=NC=C(C=C21)C=2C=NN(C2C)[C@@H]2CC[C@H](CC2)O (trans-4-[4-(3-{(1S)-1-[2-chloro-6-(difluoromethoxy)-3-fluorophenyl]ethyl}-1H-pyrrolo[2,3-b]pyridin-5-yl)-5-methyl-1H-pyrazol-1-yl]cyclohexanol), CC(=O)OI1(C=2C=CC=CC2C(=O)O1)(OC(=O)C)OC(=O)C (Dess-Martin periodinane), C(=O)(O)[O-].[Na+] (NaHCO3), C(Cl)Cl (DCM). Yields the product ClC1=C(C(=CC=C1F)OC(F)F)[C@@H](C)C1=CNC2=NC=C(C=C21)C=2C=NN(C2C)C2CCC(CC2)=O (4-[4-(3-{(1S)-1-[2-Chloro-6-(difluoromethoxy)-3-fluorophenyl]ethyl}-1H-pyrrolo[2,3-b]pyridin-5-yl)-5-methyl-1H-pyrazol-1-yl]cyclohexanone). Reaction SMILES: [Cl:1][C:2]1[C:7]([F:8])=[CH:6][CH:5]=[C:4]([O:9][CH:10]([F:12])[F:11])[C:3]=1[C@H:13]([C:15]1[C:23]2[C:18](=[N:19][CH:20]=[C:21]([C:24]3[CH:25]=[N:26][N:27]([C@H:30]4[CH2:35][CH2:34][C@H:33]([OH:36])[CH2:32][CH2:31]4)[C:28]=3[CH3:29])[CH:22]=2)[NH:17][CH:16]=1)[CH3:14].CC(OI1(OC(C)=O)(OC(C)=O)OC(=O)C2C=CC=CC1=2)=O.C([O-])(O)=O.[Na+].C(Cl)Cl>>[Cl:1][C:2]1[C:7]([F:8])=[CH:6][CH:5]=[C:4]([O:9][CH:10]([F:12])[F:11])[C:3]=1[C@H:13]([C:15]1[C:23]2[C:18](=[N:19][CH:20]=[C:21]([C:24]3[CH:25]=[N:26][N:27]([CH:30]4[CH2:35][CH2:34][C:33](=[O:36])[CH2:32][CH2:31]4)[C:28]=3[CH3:29])[CH:22]=2)[NH:17][CH:16]=1)[CH3:14] |f:2.3|. Procedure details: A solution of trans-4-[4-(3-{(1S)-1-[2-chloro-6-(difluoromethoxy)-3-fluorophenyl]ethyl}-1H-pyrrolo[2,3-b]pyridin-5-yl)-5-methyl-1H-pyrazol-1-yl]cyclohexanol (70.0 mg, 0.135 mmol), Dess-Martin periodinane (85.82 mg, 0.2023 mmol), NaHCO3 (22.66 mg, 0.2698 mmol) and DCM (4 mL, 70 mmol) was stirred at rt for 5 min. The material was extracted with DCM and sat. NaHCO3, and the organic layer was loaded onto silica gel for column chromatography, eluting with 2-4% MeOH/DCM. The fractions containing the p... The reactants are racemic dibromide, [Si](C1=CC=CC=C1)(C1=CC=CC=C1)(C(C)(C)C)OCC(CCBr)CCCBr (3-(tert-butyldiphenylsilyloxymethyl)-1,6-dibromohexane), C(C)(C)(C)C([C@H](CCO)CCCO)O[SiH](C1=CC=CC=C1)C1=CC=CC=C1 ((S)-(-)-3-(tertbutyldiphenylsilyloxymethyl)-1,6-hexanediol), BrN1C(CCC1=O)=O (N-bromosuccinimide), C1(=CC=CC=C1)P(C1=CC=CC=C1)C1=CC=CC=C1 (triphenylphosphine). The product is [Si](C1=CC=CC=C1)(C1=CC=CC=C1)(C(C)(C)C)OC[C@H](CCBr)CCCBr ((S)-(-)-3-(tert-butyldiphenylsilyloxymethyl)-1,6-dibromohexane). Yield: 75.0%. As a reaction SMILES: [Si:1]([O:18][CH2:19][CH:20]([CH2:24][CH2:25][CH2:26][Br:27])[CH2:21][CH2:22][Br:23])([C:14]([CH3:17])([CH3:16])[CH3:15])([C:8]1[CH:13]=[CH:12][CH:11]=[CH:10][CH:9]=1)[C:2]1[CH:7]=[CH:6][CH:5]=[CH:4][CH:3]=1.C(C(O[SiH](C1C=CC=CC=1)C1C=CC=CC=1)[C@@H](CCCO)CCO)(C)(C)C.BrN1C(=O)CCC1=O.C1(P(C2C=CC=CC=2)C2C=CC=CC=2)C=CC=CC=1>>[Si:1]([O:18][CH2:19][C@@H:20]([CH2:24][CH2:25][CH2:26][Br:27])[CH2:21][CH2:22][Br:23])([C:14]([CH3:17])([CH3:16])[CH3:15])([C:8]1[CH:13]=[CH:12][CH:11]=[CH:10][CH:9]=1)[C:2]1[CH:3]=[CH:4][CH:5]=[CH:6][CH:7]=1. Reported procedure: Following the same procedure described for the preparation of racemic dibromide, 3-(tert-butyldiphenylsilyloxymethyl)-1,6-dibromohexane, (S)-(-)-3-(tertbutyldiphenylsilyloxymethyl)-1,6-hexanediol (4.85 g, 12.53 mmol) was reacted with N-bromosuccinimide (5.35 g, 30.1 mmol) and triphenylphosphine (7.87 g, 30.1 mmol) CH2Cl2 (150 mL) at 0° C. to afford compound (S)-(-)-3-(tert-butyldiphenylsilyloxymethyl)-1,6-dibromohexane 4.81 (75%) as a clear, colorless oil which was homogenous by TLC (Rf =0.8, 10... Reactants: COc1cc(Br)cc(C)c1N, COC(=O)c1cccc2nc(Cl)n(C)c12, ClCCl. Yields the product COC(=O)c1cccc2nc(Nc3c(C)cc(Br)cc3OC)n(C)c12. Reaction SMILES: [Br:16][c:17]1[cH:18][c:19]([O:25][CH3:26])[c:20]([NH2:24])[c:21]([CH3:23])[cH:22]1.[Cl:1][c:2]1[n:3][c:4]2[c:5]([n:6]1[CH3:7])[c:8]([C:12](=[O:13])[O:14][CH3:15])[cH:9][cH:10][cH:11]2.[Cl:27][CH2:28][Cl:29]>>[c:2]1([NH:24][c:20]2[c:19]([O:25][CH3:26])[cH:18][c:17]([Br:16])[cH:22][c:21]2[CH3:23])[n:3][c:4]2[c:5]([n:6]1[CH3:7])[c:8]([C:12](=[O:13])[O:14][CH3:15])[cH:9][cH:10][cH:11]2. Starting materials: Cl, CN(C(=O)N(C)C1CNCC1c1ccc(F)cc1)c1cc(C(F)(F)F)cc(C(F)(F)F)c1, O=C(O)C1CCC(C(F)(F)F)CC1. The product is CN(C(=O)N(C)C1CN(C(=O)C2CCC(C(F)(F)F)CC2)CC1c1ccc(F)cc1)c1cc(C(F)(F)F)cc(C(F)(F)F)c1. As a reaction SMILES: [ClH:1].[F:2][C:3]([c:4]1[cH:5][c:6]([N:14]([C:15](=[O:16])[N:17]([CH3:18])[CH:19]2[CH2:20][NH:21][CH2:22][CH:23]2[c:24]2[cH:25][cH:26][c:27]([F:30])[cH:28][cH:29]2)[CH3:31])[cH:7][c:8]([C:10]([F:11])([F:12])[F:13])[cH:9]1)([F:32])[F:33].[F:34][C:35]([CH:36]1[CH2:37][CH2:38][CH:39]([C:42](=[O:43])[OH:44])[CH2:40][CH2:41]1)([F:45])[F:46]>>[F:2][C:3]([c:4]1[cH:5][c:6]([N:14]([C:15](=[O:16])[N:17]([CH3:18])[CH:19]2[CH2:20][N:21]([C:42]([CH:39]3[CH2:38][CH2:37][CH:36]([C:35]([F:34])([F:45])[F:46])[CH2:41][CH2:40]3)=[O:43])[CH2:22][CH:23]2[c:24]2[cH:25][cH:26][c:27]([F:30])[cH:28][cH:29]2)[CH3:31])[cH:7][c:8]([C:10]([F:11])([F:12])[F:13])[cH:9]1)([F:32])[F:33].